The task is: describe an organic reaction: reactants, conditions, products, and yield. This data is from the Open Reaction Database (ORD), a public repository of structured organic reaction records. Starting materials: C[Si](C)(C)Cl, CN1CCCC1=O, CC(=O)O, CC(C)(C)OC(=O)N1CCCC1C=O, Cc1c(Cl)cnc2[nH]c(-c3ccc(N)c(O)c3)nc12. Yields the product Cc1c(Cl)cnc2[nH]c(-c3ccc(NCC4CCCN4C(=O)OC(C)(C)C)c(O)c3)nc12. Reaction SMILES: [CH3:34][Si:35]([Cl:36])([CH3:37])[CH3:38].[CH3:39][N:40]1[CH2:41][CH2:42][CH2:43][C:44]1=[O:45].[CH3:46][C:47](=[O:48])[OH:49].[CH:20](=[O:21])[CH:22]1[N:23]([C:27](=[O:28])[O:29][C:30]([CH3:31])([CH3:32])[CH3:33])[CH2:24][CH2:25][CH2:26]1.[NH2:1][c:2]1[c:3]([OH:19])[cH:4][c:5](-[c:8]2[n:9][c:10]3[c:11]([n:12][cH:13][c:14]([Cl:17])[c:15]3[CH3:16])[nH:18]2)[cH:6][cH:7]1>>[NH:1]([c:2]1[c:3]([OH:19])[cH:4][c:5](-[c:8]2[n:9][c:10]3[c:11]([n:12][cH:13][c:14]([Cl:17])[c:15]3[CH3:16])[nH:18]2)[cH:6][cH:7]1)[CH2:20][CH:22]1[N:23]([C:27](=[O:28])[O:29][C:30]([CH3:31])([CH3:32])[CH3:33])[CH2:24][CH2:25][CH2:26]1.